Dataset: the Open Reaction Database (ORD), a public repository of structured organic reaction records. Task: describe an organic reaction: reactants, conditions, products, and yield Starting materials: ClCCl, Cc1ccc(S(=O)(=O)n2ccc3nc(CN)cnc32)cc1, N=C(c1ccccc1)c1ccccc1. Product: Cc1ccc(S(=O)(=O)n2ccc3nc(CN=C(c4ccccc4)c4ccccc4)cnc32)cc1. As a reaction SMILES: [Cl:36][CH2:37][Cl:38].[S:1](=[O:2])(=[O:3])([c:4]1[cH:5][cH:6][c:7]([CH3:8])[cH:9][cH:10]1)[n:11]1[cH:12][cH:13][c:14]2[c:15]1[n:16][cH:17][c:18]([CH2:20][NH2:21])[n:19]2.[c:22]1([C:28](=[NH:29])[c:30]2[cH:31][cH:32][cH:33][cH:34][cH:35]2)[cH:23][cH:24][cH:25][cH:26][cH:27]1>>[S:1](=[O:2])(=[O:3])([c:4]1[cH:5][cH:6][c:7]([CH3:8])[cH:9][cH:10]1)[n:11]1[cH:12][cH:13][c:14]2[c:15]1[n:16][cH:17][c:18]([CH2:20][N:21]=[C:28]([c:22]1[cH:23][cH:24][cH:25][cH:26][cH:27]1)[c:30]1[cH:31][cH:32][cH:33][cH:34][cH:35]1)[n:19]2. Reactants: CC=1N(C2=C(C(=NC=3C=C(C=CC23)OCCC2CCNCC2)N)N1)CC(C)C (2-methyl-1-(2-methylpropyl)-7-(2-piperidin-4-ylethoxy)-1H-imidazo[4,5-c]quinolin-4-amine), C1(CCCC1)C(=O)Cl (cyclopentanecarbonyl chloride). The product is C1(CCCC1)C(=O)N1CCC(CC1)CCOC=1C=CC=2C3=C(C(=NC2C1)N)N=C(N3CC(C)C)C (7-{2-[1-(cyclopentylcarbonyl)piperidin-4-yl]ethoxy}-2-methyl-1-(2-methylpropyl)-1H-imidazo[4,5-c]quinolin-4-amine). RXN SMILES: [CH3:1][C:2]1[N:3]([CH2:25][CH:26]([CH3:28])[CH3:27])[C:4]2[C:13]3[CH:12]=[CH:11][C:10]([O:14][CH2:15][CH2:16][CH:17]4[CH2:22][CH2:21][NH:20][CH2:19][CH2:18]4)=[CH:9][C:8]=3[N:7]=[C:6]([NH2:23])[C:5]=2[N:24]=1.[CH:29]1([C:34](Cl)=[O:35])[CH2:33][CH2:32][CH2:31][CH2:30]1>>[CH:29]1([C:34]([N:20]2[CH2:19][CH2:18][CH:17]([CH2:16][CH2:15][O:14][C:10]3[CH:11]=[CH:12][C:13]4[C:4]5[N:3]([CH2:25][CH:26]([CH3:28])[CH3:27])[C:2]([CH3:1])=[N:24][C:5]=5[C:6]([NH2:23])=[N:7][C:8]=4[CH:9]=3)[CH2:22][CH2:21]2)=[O:35])[CH2:33][CH2:32][CH2:31][CH2:30]1. Procedure: The general method described in Example 15 was used to treat 2-methyl-1-(2-methylpropyl)-7-(2-piperidin-4-ylethoxy)-1H-imidazo[4,5-c]quinolin-4-amine with cyclopentanecarbonyl chloride to provide 0.158 g of 7-{2-[1-(cyclopentylcarbonyl)piperidin-4-yl]ethoxy}-2-methyl-1-(2-methylpropyl)-1H-imidazo[4,5-c]quinolin-4-amine, which was isolated as an off-white solid, mp 235.7-238.1° C. Starting materials: Cl (hydrochloric acid), O.[SH-].[Na+] (sodium hydrosulfide hydrate), ClC=1C=C(C=CC1Cl)[N+](=O)[O-] (3,4-dichloronitrobenzene). The solvent is CO (methanol), CO (methanol). Conditions: time 16 hour. Product: ClC1=C(C=CC(=C1)[N+](=O)[O-])S (2-chloro-4-nitro-benzenethiol). Yield: 53.3%. Reaction SMILES: O.[SH-:2].[Na+].[Cl:4][C:5]1[CH:6]=[C:7]([N+:12]([O-:14])=[O:13])[CH:8]=[CH:9][C:10]=1Cl.Cl>CO>[Cl:4][C:5]1[CH:6]=[C:7]([N+:12]([O-:14])=[O:13])[CH:8]=[CH:9][C:10]=1[SH:2] |f:0.1.2|. Procedure details: A solution of sodium hydrosulfide hydrate (60 g technical; ~0.75 mol) in methanol (200 ml) is added to a solution of 3,4-dichloronitrobenzene (100.0 g; 0.52 mol) in methanol (750 ml) with cooling and at a rate to maintain the temperature of the reaction mixture below 40° C. After the addition is completed, the reaction mixture is stirred an additional 16 hours, and then poured on a mixture of ice and hydrochloric acid. The mixture remains strongly acidic. The precipitated yellow solid is filtere... The reactants are CC(C)(C)OC(=O)Nc1ccc(F)cc1F, C1CCOC1, [Li]CCCC, CCOC(C)=O, Cl, CN(C)C=O, O. Yields the product CC(C)(C)OC(=O)Nc1ccc(F)c(C=O)c1F. RXN SMILES: [C:1]([CH3:2])([CH3:3])([CH3:4])[O:5][C:6]([NH:7][c:8]1[c:9]([F:15])[cH:10][c:11]([F:14])[cH:12][cH:13]1)=[O:16].[CH2:28]1[O:29][CH2:30][CH2:31][CH2:32]1.[CH3:17][CH2:18][CH2:19][CH2:20][Li:21].[CH3:33][CH2:34][O:35][C:36]([CH3:37])=[O:38].[ClH:27].[O:22]=[CH:23][N:24]([CH3:25])[CH3:26].[OH2:39]>>[C:1]([CH3:2])([CH3:3])([CH3:4])[O:5][C:6]([NH:7][c:8]1[c:9]([F:15])[c:10]([CH:23]=[O:22])[c:11]([F:14])[cH:12][cH:13]1)=[O:16]. Starting materials: [OH-].[K+] (potassium hydroxide), NC1=CC=C(C=C1)O (4-aminophenol), FC(C1=CC(=C(C(=C1)Cl)Cl)Cl)(F)F (1-trifluoromethyl-3,4,5-trichlorobenzene). Solvent: CS(=O)C (dimethylsulfoxide), O (water). Run at time 2 hour. Product: ClC1=C(OC2=CC=C(N)C=C2)C(=CC(=C1)C(F)(F)F)Cl (4-(2,6-dichloro-4-trifluoromethylphenoxy)-aniline). RXN SMILES: [OH-].[K+].[NH2:3][C:4]1[CH:9]=[CH:8][C:7]([OH:10])=[CH:6][CH:5]=1.[F:11][C:12]([F:23])([F:22])[C:13]1[CH:18]=[C:17]([Cl:19])[C:16](Cl)=[C:15]([Cl:21])[CH:14]=1>O.CS(C)=O>[Cl:19][C:17]1[CH:18]=[C:13]([C:12]([F:11])([F:22])[F:23])[CH:14]=[C:15]([Cl:21])[C:16]=1[O:10][C:7]1[CH:8]=[CH:9][C:4]([NH2:3])=[CH:5][CH:6]=1 |f:0.1|. Reported procedure: 32.5 g of potassium hydroxide flakes in 30 ml of water were added to 54.5 g (0.5 mole) of 4-aminophenol dissolved in 350 ml of dimethylsulfoxide, and 150 ml of a water/dimethylsulfoxide mixture were distilled off in vacuo at 15-20 mm Hg. 125 g (0.5 mole) of 1-trifluoromethyl-3,4,5-trichlorobenzene [nD20 : 1.5008 67- 68% of theory, compare J. Am. Chem. Soc. 57, 2066-2068 (1935) and U.S. Pat. No. 2,654,789] were then added to the reaction mixture at about 70°-80° C and the mixture was stirred for ... Starting materials: C(=CC1=CC=CC=C1)C(=O)O (styrene carboxylic acid), CN(C=O)C (N,N-dimethylformamide), S(=O)(Cl)Cl (thionyl chloride). Product: C(=CC1=CC=CC=C1)C(=O)Cl (Styrene Carbonyl Chloride). RXN SMILES: [CH:1]([C:9]([OH:11])=O)=[CH:2][C:3]1[CH:8]=[CH:7][CH:6]=[CH:5][CH:4]=1.CN(C)C=O.S(Cl)([Cl:19])=O>>[CH:1]([C:9]([Cl:19])=[O:11])=[CH:2][C:3]1[CH:8]=[CH:7][CH:6]=[CH:5][CH:4]=1. Procedure details: The styrene carboxylic acid copolymer (20.0g) from Example 7(b) was refluxed with stirring for 2 hours in thionyl chloride (300 ml.) containing N,N-dimethylformamide (3.0 ml.). After cooling to room temperature the mixture was filtered and the polymer washed with chloroform (5 × 100 ml., containing 2% v /v ethanol); and dried in vacuo at 40° to constant weight. The title polymer (21.80g) exhibited μ max (Nujol) 1770 and 1738 cm-1 (C=O) and was yellow-green in colour.